describe an organic reaction: reactants, conditions, products, and yield From a dataset of the Open Reaction Database (ORD), a public repository of structured organic reaction records. Starting materials: NCC1=NC=CC(=C1)OC1=CC=C(C=C1)NC1=NC(=NC(=C1)C1=CC=CC=C1)N (N4-(4-{[2-(aminomethyl)pyridin-4-yl]oxy}phenyl)-6-phenylpyrimidine-2,4-diamine), FC1=CC=C(C(=O)Cl)C=C1 (4-fluorobenzoyl chloride). Solvent: C1CCOC1 (THF). Reaction conditions: time 24 hour. Yields the product NC1=NC(=CC(=N1)NC1=CC=C(OC2=CC(=NC=C2)CNC(C2=CC=C(C=C2)F)=O)C=C1)C1=CC=CC=C1 (N-[(4-{4-[(2-amino-6-phenylpyrimidin-4-yl)amino]phenoxy}pyridin-2-yl)methyl]4-fluorobenzamide). Yield: 57.7%. Reaction SMILES: [NH2:1][CH2:2][C:3]1[CH:8]=[C:7]([O:9][C:10]2[CH:15]=[CH:14][C:13]([NH:16][C:17]3[CH:22]=[C:21]([C:23]4[CH:28]=[CH:27][CH:26]=[CH:25][CH:24]=4)[N:20]=[C:19]([NH2:29])[N:18]=3)=[CH:12][CH:11]=2)[CH:6]=[CH:5][N:4]=1.[F:30][C:31]1[CH:39]=[CH:38][C:34]([C:35](Cl)=[O:36])=[CH:33][CH:32]=1>C1COCC1>[NH2:29][C:19]1[N:18]=[C:17]([NH:16][C:13]2[CH:12]=[CH:11][C:10]([O:9][C:7]3[CH:6]=[CH:5][N:4]=[C:3]([CH2:2][NH:1][C:35](=[O:36])[C:34]4[CH:38]=[CH:39][C:31]([F:30])=[CH:32][CH:33]=4)[CH:8]=3)=[CH:15][CH:14]=2)[CH:22]=[C:21]([C:23]2[CH:28]=[CH:27][CH:26]=[CH:25][CH:24]=2)[N:20]=1. Procedure: N4-(4-{[2-(Aminomethyl)pyridin-4-yl]oxy}phenyl)-6-phenylpyrimidine-2,4-diamine (50 mg, 0.13 mmol, Example 39) and 4-fluorobenzoyl chloride (20.6 mg, 0.13 mmol) were suspended in THF (1 mL) and stirred at rt for 24 h. TLC and LC-MS indicated the reaction was completed. The mixture was extracted with EtOAc and washed with 1N aqueous sodium hydroxide solution (2×) and H2O (3×). The organic layer was dried and concentrated to give 68 mg of the crude product. The residue was purified by Prep-TLC (CH3... As a reaction SMILES: [Cl:1][CH2:2][CH:3]([CH2:4][n:5]1[c:6]([N+:10](=[O:11])[O-:12])[n:7][cH:8][cH:9]1)[OH:13].[Na+:15].[OH-:14]>>[CH2:2]1[CH:3]([CH2:4][n:5]2[c:6]([N+:10](=[O:11])[O-:12])[n:7][cH:8][cH:9]2)[O:13]1. Yields the product O=[N+]([O-])c1nccn1CC1CO1. Starting materials: O=[N+]([O-])c1nccn1CC(O)CCl, [Na+], [OH-]. Reactants: Cc1sc(Br)nc1C(=O)O, C1COCCO1, COc1c(B2OC(C)(C)C(C)(C)O2)cccc1[N+](=O)[O-], [Na+], [Na+], O=C([O-])[O-], c1ccc(P(c2ccccc2)(c2ccccc2)[Pd](P(c2ccccc2)(c2ccccc2)c2ccccc2)(P(c2ccccc2)(c2ccccc2)c2ccccc2)P(c2ccccc2)(c2ccccc2)c2ccccc2)cc1. Product: COc1c(-c2nc(C(=O)O)c(C)s2)cccc1[N+](=O)[O-]. As a reaction SMILES: [Br:21][c:22]1[s:23][c:24]([CH3:30])[c:25]([C:27](=[O:28])[OH:29])[n:26]1.[CH2:37]1[O:38][CH2:39][CH2:40][O:41][CH2:42]1.[CH3:1][O:2][c:3]1[c:4]([B:12]2[O:13][C:14]([CH3:15])([CH3:16])[C:17]([CH3:18])([CH3:19])[O:20]2)[cH:5][cH:6][cH:7][c:8]1[N+:9](=[O:10])[O-:11].[Na+:31].[Na+:32].[O-:33][C:34](=[O:35])[O-:36].[cH:43]1[cH:44][cH:45][c:46]([P:47]([Pd:48]([P:49]([c:50]2[cH:51][cH:52][cH:53][cH:54][cH:55]2)([c:56]2[cH:57][cH:58][cH:59][cH:60][cH:61]2)[c:62]2[cH:63][cH:64][cH:65][cH:66][cH:67]2)([P:68]([c:69]2[cH:70][cH:71][cH:72][cH:73][cH:74]2)([c:75]2[cH:76][cH:77][cH:78][cH:79][cH:80]2)[c:81]2[cH:82][cH:83][cH:84][cH:85][cH:86]2)[P:87]([c:88]2[cH:89][cH:90][cH:91][cH:92][cH:93]2)([c:94]2[cH:95][cH:96][cH:97][cH:98][cH:99]2)[c:100]2[cH:101][cH:102][cH:103][cH:104][cH:105]2)([c:106]2[cH:107][cH:108][cH:109][cH:110][cH:111]2)[c:112]2[cH:113][cH:114][cH:115][cH:116][cH:117]2)[cH:118][cH:119]1>>[CH3:1][O:2][c:3]1[c:4](-[c:22]2[s:23][c:24]([CH3:30])[c:25]([C:27](=[O:28])[OH:29])[n:26]2)[cH:5][cH:6][cH:7][c:8]1[N+:9](=[O:10])[O-:11].